From a dataset of the Open Reaction Database (ORD), a public repository of structured organic reaction records. describe an organic reaction: reactants, conditions, products, and yield The reactants are C(C)(C)(C)C=1C(=NNC1C(C)O)OS(=O)(=O)C1=CC=C(C=C1)C (4-tert-Butyl-5-(1-hydroxyethyl)-3-(4-methylphenyl)sulfonyloxypyrazole), C1=CC=[NH+]C=C1.C1=CC=[NH+]C=C1.[O-][Cr](=O)(=O)O[Cr](=O)(=O)[O-] (PDC). Solvent: ClCCl (dichloromethane). Run at time 2 hour. The product is C(C)(=O)C1=C(C(=NN1)OS(=O)(=O)C1=CC=C(C=C1)C)C(C)(C)C (5-Acetyl-4-tert-butyl-3-(4-methylphenyl)sulfonyloxypyrazole). The yield is 71.3%. RXN SMILES: [C:1]([C:5]1[C:6]([O:13][S:14]([C:17]2[CH:22]=[CH:21][C:20]([CH3:23])=[CH:19][CH:18]=2)(=[O:16])=[O:15])=[N:7][NH:8][C:9]=1[CH:10]([OH:12])[CH3:11])([CH3:4])([CH3:3])[CH3:2].C1C=C[NH+]=CC=1.C1C=C[NH+]=CC=1.[O-][Cr](O[Cr]([O-])(=O)=O)(=O)=O>ClCCl>[C:10]([C:9]1[NH:8][N:7]=[C:6]([O:13][S:14]([C:17]2[CH:22]=[CH:21][C:20]([CH3:23])=[CH:19][CH:18]=2)(=[O:16])=[O:15])[C:5]=1[C:1]([CH3:4])([CH3:3])[CH3:2])(=[O:12])[CH3:11] |f:1.2.3|. Reported procedure: 4-tert-Butyl-5-(1-hydroxyethyl)-3-(4-methylphenyl)sulfonyloxypyrazole (3.8 g, 11.3 mmol) was dissolved in dichloromethane (100 ml) and PDC (4.26 g, 11.3 mmol) was added After stirring at ambient temperature for 2 h, the reaction mixture was poured directly onto a silica gel column and eluted with dichloromethane then 20% ethyl acetate/dichloromethane to give the required product (2.71 g) as a white solid. 1H NMR (360 MHz, CDCl3) δ 1.26 (9H, s), 2.46 (3H, s), 2.56 (3H, s), 7.36 (2H, d, J=8.2 Hz),... The reactants are O=C([O-])O, CO, O=C(O)C(Cl)C(O)c1ccccc1, [Na+]. The product is COC(=O)C(Cl)C(O)c1ccccc1. As a reaction SMILES: [C:14](=[O:15])([OH:16])[O-:17].[CH3:19][OH:20].[Cl:1][CH:2]([C:3](=[O:4])[OH:5])[CH:6]([c:7]1[cH:8][cH:9][cH:10][cH:11][cH:12]1)[OH:13].[Na+:18]>>[Cl:1][CH:2]([C:3](=[O:4])[O:5][CH3:14])[CH:6]([c:7]1[cH:8][cH:9][cH:10][cH:11][cH:12]1)[OH:13]. The reactants are C(C)C=1C(NC(NC1C(C1=CC(=CC(=C1)C)C)=O)=O)=O (5-Ethyl-6-(3,5-dimethylbenzoyl)-2,4-pyrimidinedione), BrCC=1OC=CC1C(=O)OC (2-bromomethyl-3-methoxycarbonylfurane). The product is COC(=O)C1=C(OC=C1)CN1C(NC(C(=C1C(C1=CC(=CC(=C1)C)C)=O)CC)=O)=O (1-(3-Methoxycarbonyl-2-furanylmethyl)-5-ethyl-6-(3,5-dimethyl-benzoyl)-2,4-pyrimidinedione). Yield: 38.0%. As a reaction SMILES: [CH2:1]([C:3]1[C:4](=[O:20])[NH:5][C:6](=[O:19])[NH:7][C:8]=1[C:9](=[O:18])[C:10]1[CH:15]=[C:14]([CH3:16])[CH:13]=[C:12]([CH3:17])[CH:11]=1)[CH3:2].Br[CH2:22][C:23]1[O:24][CH:25]=[CH:26][C:27]=1[C:28]([O:30][CH3:31])=[O:29]>>[CH3:31][O:30][C:28]([C:27]1[CH:26]=[CH:25][O:24][C:23]=1[CH2:22][N:7]1[C:8]([C:9](=[O:18])[C:10]2[CH:11]=[C:12]([CH3:17])[CH:13]=[C:14]([CH3:16])[CH:15]=2)=[C:3]([CH2:1][CH3:2])[C:4](=[O:20])[NH:5][C:6]1=[O:19])=[O:29]. Procedure: 5-Ethyl-6-(3,5-dimethylbenzoyl)-2,4-pyrimidinedione and 2-bromomethyl-3-methoxycarbonylfurane were reacted by the same way with the example 1 to obtain the titled compound (150 mg, yield: 38.0%). Product: C(C)(C)(C)OC(=O)N(C(C(N)C=1N=C(SC1)N)=O)C1[C@@H]2N(C(=C(CS2)C=C)C(=O)OC(C2=CC=CC=C2)C2=CC=CC=C2)C1=O (benzhydryl 7-[N-tert-butoxycarbonyl-2-(2-aminothiazol-4-yl)glycinamido]-3-vinyl-3-cephem-4-carboxylate). Procedure details: A mixture of benzhydryl 7-[N-tert-butoxycarbonyl-2-{2-(2,2,2-trifluoroacetamido)thiazol-4-yl}glycinamido]-3-vinyl-3-cephem-4-carboxylate (2.5 g) and sodium acetate (2.8 g) in tetrahydrofuran (20 ml), acetone (20 ml) and water (40 ml) was stirred at ambient temperature for 2 hours. After the reaction mixture was evaporated, the residue was extracted with ethyl acetate. The extract was washed with an aqueous solution of sodium chloride, dried over anhydrous magnesium sulfate and then evaporated to... Run in O1CCCC1 (tetrahydrofuran), CC(=O)C (acetone), O (water). Starting materials: C(C)(C)(C)OC(=O)N(C(C(N)C=1N=C(SC1)NC(C(F)(F)F)=O)=O)C1[C@@H]2N(C(=C(CS2)C=C)C(=O)OC(C2=CC=CC=C2)C2=CC=CC=C2)C1=O (benzhydryl 7-[N-tert-butoxycarbonyl-2-{2-(2,2,2-trifluoroacetamido)thiazol-4-yl}glycinamido]-3-vinyl-3-cephem-4-carboxylate), C(C)(=O)[O-].[Na+] (sodium acetate). Reaction SMILES: [C:1]([O:5][C:6]([N:8]([CH:25]1[C:50](=[O:51])[N:27]2[C:28]([C:34]([O:36][CH:37]([C:44]3[CH:49]=[CH:48][CH:47]=[CH:46][CH:45]=3)[C:38]3[CH:43]=[CH:42][CH:41]=[CH:40][CH:39]=3)=[O:35])=[C:29]([CH:32]=[CH2:33])[CH2:30][S:31][C@H:26]12)[C:9](=[O:24])[CH:10]([C:12]1[N:13]=[C:14]([NH:17]C(=O)C(F)(F)F)[S:15][CH:16]=1)[NH2:11])=[O:7])([CH3:4])([CH3:3])[CH3:2].C([O-])(=O)C.[Na+]>O1CCCC1.CC(C)=O.O>[C:1]([O:5][C:6]([N:8]([CH:25]1[C:50](=[O:51])[N:27]2[C:28]([C:34]([O:36][CH:37]([C:38]3[CH:39]=[CH:40][CH:41]=[CH:42][CH:43]=3)[C:44]3[CH:49]=[CH:48][CH:47]=[CH:46][CH:45]=3)=[O:35])=[C:29]([CH:32]=[CH2:33])[CH2:30][S:31][C@H:26]12)[C:9](=[O:24])[CH:10]([C:12]1[N:13]=[C:14]([NH2:17])[S:15][CH:16]=1)[NH2:11])=[O:7])([CH3:2])([CH3:3])[CH3:4] |f:1.2|. Reaction conditions: time 2 hour. Yield: 45.9%. Reactants: C(C)C=1C=C2C(=CC(NC2=CC1)(C)C)C (1,2-dihydro-6-ethyl-2,2,4-trimethylquinoline), C(C)(=O)Cl (acetyl chloride), N,N-dimethylaminopyridine. The solvent is N1=CC=CC=C1 (pyridine). Yields the product C(C)(=O)N1C(CC(C2=CC(=CC=C12)CC)C)(C)C (1-Acetyl-6-ethyl-1,2,3,4-tetrahydro-2,2,4-trimethylquinoline). Reaction SMILES: [CH2:1]([C:3]1[CH:4]=[C:5]2[C:10](=[CH:11][CH:12]=1)[NH:9][C:8]([CH3:14])([CH3:13])[CH:7]=[C:6]2[CH3:15])[CH3:2].[C:16](Cl)(=[O:18])[CH3:17]>N1C=CC=CC=1>[C:16]([N:9]1[C:10]2[C:5](=[CH:4][C:3]([CH2:1][CH3:2])=[CH:12][CH:11]=2)[CH:6]([CH3:15])[CH2:7][C:8]1([CH3:14])[CH3:13])(=[O:18])[CH3:17]. Procedure details: Acylation of 1,2-dihydro-6-ethyl-2,2,4-trimethylquinoline (800 mg) with acetyl chloride (3.5 ml) and a catalytic amount of N,N-dimethylaminopyridine in pyridine (25 ml) was performed according to the method described in example 37. Reactants: C1CCOC1, COCC(C)Oc1cc(Oc2ccc(S(C)(=O)=O)cc2)cc(C(=O)OC)c1, [Na+], [OH-]. The product is COCC(C)Oc1cc(Oc2ccc(S(C)(=O)=O)cc2)cc(C(=O)O)c1. Reaction SMILES: [CH2:30]1[O:31][CH2:32][CH2:33][CH2:34]1.[CH3:1][O:2][CH2:3][CH:4]([CH3:5])[O:6][c:7]1[cH:8][c:9]([C:10](=[O:11])[O:12][CH3:13])[cH:14][c:15]([O:17][c:18]2[cH:19][cH:20][c:21]([S:24](=[O:25])(=[O:26])[CH3:27])[cH:22][cH:23]2)[cH:16]1.[Na+:29].[OH-:28]>>[CH3:1][O:2][CH2:3][CH:4]([CH3:5])[O:6][c:7]1[cH:8][c:9]([C:10](=[O:11])[OH:12])[cH:14][c:15]([O:17][c:18]2[cH:19][cH:20][c:21]([S:24](=[O:25])(=[O:26])[CH3:27])[cH:22][cH:23]2)[cH:16]1.